Dataset: the Open Reaction Database (ORD), a public repository of structured organic reaction records. Task: describe an organic reaction: reactants, conditions, products, and yield Starting materials: O=C1c2ccccc2C(=O)N1CCCBr, CN(C)C=O, [H-], Oc1cccc(CN2CCCCC2)c1, [Na+]. Product: O=C1c2ccccc2C(=O)N1CCCOc1cccc(CN2CCCCC2)c1. RXN SMILES: [Br:17][CH2:18][CH2:19][CH2:20][N:21]1[C:22](=[O:31])[c:23]2[c:24]([cH:27][cH:28][cH:29][cH:30]2)[C:25]1=[O:26].[CH3:32][N:33]([CH3:34])[CH:35]=[O:36].[H-:1].[N:3]1([CH2:9][c:10]2[cH:11][c:12]([OH:16])[cH:13][cH:14][cH:15]2)[CH2:4][CH2:5][CH2:6][CH2:7][CH2:8]1.[Na+:2]>>[N:3]1([CH2:9][c:10]2[cH:11][c:12]([O:16][CH2:18][CH2:19][CH2:20][N:21]3[C:22](=[O:31])[c:23]4[c:24]([cH:27][cH:28][cH:29][cH:30]4)[C:25]3=[O:26])[cH:13][cH:14][cH:15]2)[CH2:4][CH2:5][CH2:6][CH2:7][CH2:8]1. The reactants are C(C1=CC=CC=C1)N1CC(CC1)O ((RS)-N-benzyl-3-pyrrolidinol), C(C)N(CC)[S](F)(F)(F)F (diethylaminosulfur tetrafluoride), C(Cl)Cl (CH2Cl2), C(=O)(O)[O-].[Na+] (NaHCO3). Conditions: time 1.5 hour. Yields the product Cl.C(C1=CC=CC=C1)N1CC(CC1)F ((RS)N-benzy-3-fluoropyrrolidine hydrochloride salt). Yield: 53.0%. Reaction SMILES: [CH2:1]([N:8]1[CH2:12][CH2:11][CH:10](O)[CH2:9]1)[C:2]1[CH:7]=[CH:6][CH:5]=[CH:4][CH:3]=1.C(N([S](F)(F)(F)[F:20])CC)C.C([O-])(O)=O.[Na+].C(Cl)[Cl:30]>>[ClH:30].[CH2:1]([N:8]1[CH2:12][CH2:11][CH:10]([F:20])[CH2:9]1)[C:2]1[CH:7]=[CH:6][CH:5]=[CH:4][CH:3]=1 |f:2.3,5.6,^1:15|. Reported procedure: To a solution of (RS)-N-benzyl-3-pyrrolidinol (354 mg, 2.0 mmol) in CH2Cl2 (6 ml) was added diethylaminosulfur tetrafluoride (DAST) (0, 52 ml, 4.0 mmol) over 5 min. at 0-5° C. The mixture was stirred for a further 1.5 hrs. at r.t., then satd. NaHCO3 was added and the oragnic phase was further washed with NaHCO3 (10 ml). After drying the organic phase with Na2SO4 the residue was chromatographed over SiO2 (Merck 230-400 mesh) with nhexane/EtOAc (4:1) gradient to (1:1). The product was treated with... Reactants: CC#N, N#Cc1ccc(Cl)nc1, O=C(OC(=O)C(F)(F)F)C(F)(F)F, NC(N)=O, [Na+], [Na+], OO, O=S([O-])([O-])=S. Product: N#Cc1ccc(Cl)[n+]([O-])c1. As a reaction SMILES: [CH3:36][C:37]#[N:38].[Cl:1][c:2]1[n:3][cH:4][c:5]([C:8]#[N:9])[cH:6][cH:7]1.[F:16][C:17]([F:18])([F:19])[C:20]([O:21][C:22](=[O:23])[C:24]([F:25])([F:26])[F:27])=[O:28].[NH2:12][C:13](=[O:14])[NH2:15].[Na+:34].[Na+:35].[OH:10][OH:11].[S:29]([O-:30])([O-:31])(=[O:32])=[S:33]>>[Cl:1][c:2]1[n+:3]([O-:14])[cH:4][c:5]([C:8]#[N:9])[cH:6][cH:7]1. Starting materials: CC(=O)[CH-]C(C)=O, CCCC#CCCC, COC(=O)C(=[N+]=[N-])C(=O)OC. Product: CCCC1=C(CCC)C1(C(=O)OC)C(=O)OC. As a reaction SMILES: [CH-:20]([C:21](=[O:22])[CH3:23])[C:24](=[O:25])[CH3:26].[CH3:1][CH2:2][CH2:3][C:4]#[C:5][CH2:6][CH2:7][CH3:8].[N+:9](=[N-:10])=[C:11]([C:12](=[O:13])[O:14][CH3:15])[C:16](=[O:17])[O:18][CH3:19]>>[CH3:1][CH2:2][CH2:3][C:4]1=[C:5]([CH2:6][CH2:7][CH3:8])[C:11]1([C:12](=[O:13])[O:14][CH3:15])[C:16](=[O:17])[O:18][CH3:19]. Reactants: ClC1=NC=CC(=N1)C=1C(=NN2C1C=CC=C2)C=2C=C(C=CC2)NC(C2=C(C=CC=C2F)F)=O (N-{3-[3-(2-chloro-4-pyrimidinyl)pyrazolo[1,5-a]pyridin-2-yl]phenyl}-2,6-difluorobenzamide), COC1=C(C=C(N)C=C1)N1CCNCC1 (4-(methyloxy)-3-(1-piperazinyl)aniline). Yields the product C1NCCC2=CC=C(C=C12)NC1=NC=CC(=N1)C=1C(=NN2C1C=CC=C2)C=2C=C(C=CC2)NC(C2=CC=CC=C2)=O (N-(3-{3-[2-(1,2,3,4-tetrahydro-7-isoquinolinylamino)-4-pyrimidinyl]-pyrazolo[1,5-a]pyridin-2-yl}phenyl)benzamide). Reaction SMILES: Cl[C:2]1[N:7]=[C:6]([C:8]2[C:9]([C:17]3[CH:18]=[C:19]([NH:23][C:24](=[O:33])[C:25]4[C:30](F)=[CH:29][CH:28]=[CH:27][C:26]=4F)[CH:20]=[CH:21][CH:22]=3)=[N:10][N:11]3[CH:16]=[CH:15][CH:14]=[CH:13][C:12]=23)[CH:5]=[CH:4][N:3]=1.CO[C:36]1[CH:42]=[CH:41][C:39]([NH2:40])=[CH:38][C:37]=1N1CCNCC1>>[CH2:2]1[C:37]2[C:36](=[CH:42][CH:41]=[C:39]([NH:40][C:2]3[N:7]=[C:6]([C:8]4[C:9]([C:17]5[CH:18]=[C:19]([NH:23][C:24](=[O:33])[C:25]6[CH:30]=[CH:29][CH:28]=[CH:27][CH:26]=6)[CH:20]=[CH:21][CH:22]=5)=[N:10][N:11]5[CH:16]=[CH:15][CH:14]=[CH:13][C:12]=45)[CH:5]=[CH:4][N:3]=3)[CH:38]=2)[CH2:5][CH2:4][NH:3]1. Procedure details: The title compound was prepared from N-{3-[3-(2-chloro-4-pyrimidinyl)pyrazolo[1,5-a]pyridin-2-yl]phenyl}-2,6-difluorobenzamide and 4-(methyloxy)-3-(1-piperazinyl)aniline in a manner analogous to Example 64. 1H NMR (400 MHz, DMSO-d6) δ 2.90 (s, 8H), 3.72 (s, 3H), 6.43 (d, 1H, J=5.3 Hz), 6.80 (d, 1H, J=8.8 Hz), 7.09 (t, 1H, J=6.5 Hz), 7.22 (d, 2H, J=8.1 Hz), 7.25 (d, 1H, J=3.9 Hz), 7.32 (t, 2H, J=8.3 Hz), 7.45 (q, 2H, J=7.9 Hz), 7.58 (quintet, 1H, J=8.3 Hz), 7.79 (d, 1H, J=8.2 Hz), 7.99 (s, 1H), 8... Reactants: C1CCOC1, COC(=O)CN1CC(CN=[N+]=[N-])=CCC(NC(=O)c2nccc3ccccc23)C1=O, O, c1ccc(P(c2ccccc2)c2ccccc2)cc1. Product: COC(=O)CN1CC(CN)=CCC(NC(=O)c2nccc3ccccc23)C1=O. Reaction SMILES: [CH2:51]1[O:52][CH2:53][CH2:54][CH2:55]1.[CH3:1][O:2][C:3]([CH2:4][N:5]1[C:6](=[O:29])[CH:7]([NH:16][C:17](=[O:18])[c:19]2[n:20][cH:21][cH:22][c:23]3[cH:24][cH:25][cH:26][cH:27][c:28]23)[CH2:8][CH:9]=[C:10]([CH2:12][N:13]=[N+:14]=[N-:15])[CH2:11]1)=[O:30].[OH2:31].[c:32]1([P:33]([c:34]2[cH:35][cH:36][cH:37][cH:38][cH:39]2)[c:40]2[cH:41][cH:42][cH:43][cH:44][cH:45]2)[cH:46][cH:47][cH:48][cH:49][cH:50]1>>[CH3:1][O:2][C:3]([CH2:4][N:5]1[C:6](=[O:29])[CH:7]([NH:16][C:17](=[O:18])[c:19]2[n:20][cH:21][cH:22][c:23]3[cH:24][cH:25][cH:26][cH:27][c:28]23)[CH2:8][CH:9]=[C:10]([CH2:12][NH2:13])[CH2:11]1)=[O:30]. The reactants are [N+](=O)([O-])C1=C(NC2=CC=C(C=C2)CCO)C=CC=C1 (2-[4-(2-nitroanilino)phenyl]ethanol). Conditions: time 6 hour. Run in CO (methanol). The reagents and catalysts are [Pd] (Pd—C). RXN SMILES: [N+:1]([C:4]1[CH:19]=[CH:18][CH:17]=[CH:16][C:5]=1[NH:6][C:7]1[CH:12]=[CH:11][C:10]([CH2:13][CH2:14][OH:15])=[CH:9][CH:8]=1)([O-])=O>CO.[Pd]>[NH2:1][C:4]1[CH:19]=[CH:18][CH:17]=[CH:16][C:5]=1[NH:6][C:7]1[CH:8]=[CH:9][C:10]([CH2:13][CH2:14][OH:15])=[CH:11][CH:12]=1. The product is NC1=C(NC2=CC=C(C=C2)CCO)C=CC=C1 (2-[4-(2-Aminoanilino)phenyl]ethanol). Procedure: To a stirred solution of 2-[4-(2-nitroanilino)phenyl]ethanol (2.0 g, 7.6 mmol) in methanol (15 mL) was added 10% Pd—C (160 mg). The mixture was stirred at room temperature for 6 h under hydrogen atmosphere. The palladium catalyst was removed by filtration and washed with ethanol (100 mL). The filtrate was concentrated under reduced pressure to afford 1.6 g (92%) of the title compound as pale yellow solids: 1H-NMR (CDCl3)δ2.79 (2H, t, J=6.6 Hz), 3.75 (2H, br), 3.80 (2H, t, J=6.6 Hz), 5.14 (1H, s)... Isolated yield 92.2%.